From a dataset of the Open Reaction Database (ORD), a public repository of structured organic reaction records. describe an organic reaction: reactants, conditions, products, and yield Reactants: 3-perchlorylaniline hydrochloride, C(=O)(Cl)Cl (phosgene). The solvent is C1=CC=CC=C1 (benzene). Yields the product 3-perchlorylphenyl isocyanate. The yield is 96.0%. RXN SMILES: Cl.[Cl:2]([C:6]1[CH:7]=[C:8]([CH:10]=[CH:11][CH:12]=1)[NH2:9])(=[O:5])(=[O:4])=[O:3].[C:13](Cl)(Cl)=[O:14]>C1C=CC=CC=1>[Cl:2]([C:6]1[CH:7]=[C:8]([N:9]=[C:13]=[O:14])[CH:10]=[CH:11][CH:12]=1)(=[O:5])(=[O:4])=[O:3] |f:0.1|. Procedure: A slurry consisting of 43 grams (0.2 mole) of III and 39.6 grams (0.4 mole) of phosgene in 500 milliliters of benzene was gradually heated to reflux and refluxed for 3 hours. The resulting clear solution was concentrated under reduced pressure to give 38.7 grams (94.5% yield) of IV as a viscous brown liquid. Reactants: CCOCCO, N#Cc1cnc2c(sc3ccccc32)c1Cl, Nc1ccc(Oc2ccccc2)cc1. The product is N#Cc1cnc2c(sc3ccccc32)c1Nc1ccc(Oc2ccccc2)cc1. As a reaction SMILES: [CH3:31][CH2:32][O:33][CH2:34][CH2:35][OH:36].[Cl:1][c:2]1[c:3]2[c:4]([n:5][cH:6][c:7]1[C:8]#[N:9])[c:10]1[c:11]([s:12]2)[cH:13][cH:14][cH:15][cH:16]1.[O:17]([c:18]1[cH:19][cH:20][cH:21][cH:22][cH:23]1)[c:24]1[cH:25][cH:26][c:27]([NH2:28])[cH:29][cH:30]1>>[c:2]1([NH:28][c:27]2[cH:26][cH:25][c:24]([O:17][c:18]3[cH:19][cH:20][cH:21][cH:22][cH:23]3)[cH:30][cH:29]2)[c:3]2[c:4]([n:5][cH:6][c:7]1[C:8]#[N:9])[c:10]1[c:11]([s:12]2)[cH:13][cH:14][cH:15][cH:16]1. Reaction SMILES: [OH-].[Na+].[C:3]1([N:9]2[C:17]3[N:16]=[CH:15][NH:14][C:13]=3[C:12](=[O:18])[NH:11][C:10]2=[O:19])[CH:8]=[CH:7][CH:6]=[CH:5][CH:4]=1.[CH2:20](Br)[C:21]1[CH:26]=[CH:25][CH:24]=[CH:23][CH:22]=1>O.CO>[CH2:20]([N:14]1[C:13]2[C:12](=[O:18])[NH:11][C:10](=[O:19])[N:9]([C:3]3[CH:4]=[CH:5][CH:6]=[CH:7][CH:8]=3)[C:17]=2[N:16]=[CH:15]1)[C:21]1[CH:26]=[CH:25][CH:24]=[CH:23][CH:22]=1 |f:0.1|. The reactants are C(C1=CC=CC=C1)Br (benzyl bromide), [OH-].[Na+] (sodium hydroxide), C1(=CC=CC=C1)N1C(NC(C=2NC=NC12)=O)=O (3-phenylxanthine). Procedure details: A solution of 0.53 g (13.2 mmol) of sodium hydroxide in 5.3 ml of water was added to a suspension of 3.0 g (13.2 mmol) of 3-phenylxanthine in 18 ml of methanol and the mixture was stirred at 70° C. for 1 hour. It was then treated dropwise with 1.56 ml (13.2 mmol) of benzyl bromide and stirred at 70° C. for 7 hours, the precipitate was filtered off with suction after cooling, washed with water and dissolved in 50 ml of 1 N sodium hydroxide solution, insoluble matter was filtered off and the solut... Product: C(C1=CC=CC=C1)N1C=NC=2N(C(NC(C12)=O)=O)C1=CC=CC=C1 (7-Benzyl-3-phenylxanthine). Run at temperature 70 celsius, time 1 hour. The solvent is O (water), CO (methanol). The reactants are O (water), C(C1=CC=CC=C1)[C@@H]1N(C(OC1)=O)C(CCCC(C)=O)=O (1-(4(S)-Benzyl-2-oxo-oxazolidin-3-yl)-hexane-1,5-dione), C(CO)O (ethylene glycol), C1(=CC=C(C=C1)S(=O)(=O)O)C (p-toluenesulfonic acid). Run in C1=CC=CC=C1 (benzene), C(C)(=O)OCC (ethyl acetate). Product: C(C1=CC=CC=C1)[C@@H]1N(C(OC1)=O)C(CCCC1(OCCO1)C)=O (4(S)-Benzyl-3-[4-(2-methyl-[1,3]dioxolan-2-yl)-butyryl]-oxazolidin-2-one). RXN SMILES: [CH2:1]([C@H:8]1[CH2:12][O:11][C:10](=[O:13])[N:9]1[C:14](=[O:21])[CH2:15][CH2:16][CH2:17][C:18](=[O:20])[CH3:19])[C:2]1[CH:7]=[CH:6][CH:5]=[CH:4][CH:3]=1.[CH2:22](O)[CH2:23][OH:24].C1(C)C=CC(S(O)(=O)=O)=CC=1.O>C1C=CC=CC=1.C(OCC)(=O)C>[CH2:1]([C@H:8]1[CH2:12][O:11][C:10](=[O:13])[N:9]1[C:14](=[O:21])[CH2:15][CH2:16][CH2:17][C:18]1([CH3:19])[O:24][CH2:23][CH2:22][O:20]1)[C:2]1[CH:3]=[CH:4][CH:5]=[CH:6][CH:7]=1. Reported procedure: To a stirred solution of 1-8 (45 g, 156 mmol) and ethylene glycol (13.0 mL, 223 mmol) in benzene (500 mL) was added catalytic p-toluenesulfonic acid (125 mg). The resulting mixture was heated at strong reflux with azeotropic removal of water for 4 h. The mixture was cooled to ambient temperature, diluted with ethyl acetate and washed with water, saturated aqueous sodium hydrogen carbonate, saturated aqueous sodium chloride, and dried over anhydrous magnesium sulfate. The reaction mixture was fil... Starting materials: CS(=O)(=O)OCCC1CCOCC1 (2-(tetrahydro-2H-pyran-4-yl)ethyl methanesulfonate), [Br-].[Li+] (lithium bromide). The solvent is CC(=O)C (acetone). Yields the product BrCCC1CCOCC1 (4-(2-Bromoethyl)tetrahydro-2H-pyran). Isolated yield 69.9%. RXN SMILES: CS(O[CH2:6][CH2:7][CH:8]1[CH2:13][CH2:12][O:11][CH2:10][CH2:9]1)(=O)=O.[Br-:14].[Li+]>CC(C)=O>[Br:14][CH2:6][CH2:7][CH:8]1[CH2:13][CH2:12][O:11][CH2:10][CH2:9]1 |f:1.2|. Reported procedure: To 2-(tetrahydro-2H-pyran-4-yl)ethyl methanesulfonate (5.4 g) in dry acetone at room temperature was added lithium bromide (9 g) in one go. The reaction was heated to reflux for 4 hours, under nitrogen. The reaction was cooled to room temperature and concentrated in vacuo. The residue was taken up in dichloromethane (100 ml) and washed with water (50 ml). The organic layer was dried by passing through a hydrophobic frit, and concentrated in vacuo. The product was purified by silica chromatograph...